From a dataset of the Open Reaction Database (ORD), a public repository of structured organic reaction records. describe an organic reaction: reactants, conditions, products, and yield Starting materials: ClC=1C=C(C(=S)N)C=CC1Cl (3,4-dichlorothiobenzamide), ClCC(=O)CCl (1,3-dichloroacetone). Solvent: CC(=O)C (acetone). Run at time 8 hour. Product: ClCC=1N=C(SC1)C1=CC(=C(C=C1)Cl)Cl (4-(chloromethyl)-2-(3,4-dichlorophenyl)thiazole). RXN SMILES: [Cl:1][C:2]1[CH:3]=[C:4]([CH:8]=[CH:9][C:10]=1[Cl:11])[C:5]([NH2:7])=[S:6].[Cl:12][CH2:13][C:14]([CH2:16]Cl)=O>CC(C)=O>[Cl:12][CH2:13][C:14]1[N:7]=[C:5]([C:4]2[CH:8]=[CH:9][C:10]([Cl:11])=[C:2]([Cl:1])[CH:3]=2)[S:6][CH:16]=1. Procedure details: A mixture of 3,4-dichlorothiobenzamide (8.24 g., 0.04 mol), 1,3-dichloroacetone (5.1 g., 0.04 mol) in acetone (150 ml) was stirred at room temperature overnight. After evaporation of the acetone under reduced pressure, the residue was dissolved in methanol (150 ml) and the solution refluxed 11/2 hours. After cooling and removal of the methanol, the residue was slurried with a small quantity of methanol. The solids which formed after filtration showed m.p. 93°-96° C. (6.05 g.). Reactants: ClC=1C(=C(\C(\C2=C(C=CC=C2)F)=N/O)C=CC1OC)O (E-3-chloro-2'-fluoro-2-hydroxy-4-methoxybenzophenone oxime), C(C)(=O)OC(C)=O (acetic anhydride), C(=O)(O)[O-].[Na+] (NaHCO3). Solvent: CCOCC (ether). Yields the product C(C)(=O)O\N=C(/C1=C(C(=C(C=C1)OC)Cl)O)\C1=C(C=CC=C1)F (E-3-chloro-2'-fluoro-2-hydroxy-4-methoxybenzophenone O-acetyl oxime). As a reaction SMILES: [Cl:1][C:2]1[C:3]([OH:20])=[C:4]([CH:15]=[CH:16][C:17]=1[O:18][CH3:19])/[C:5](=[N:13]\[OH:14])/[C:6]1[CH:11]=[CH:10][CH:9]=[CH:8][C:7]=1[F:12].[C:21](OC(=O)C)(=[O:23])[CH3:22].C([O-])(O)=O.[Na+]>CCOCC>[C:21]([O:14]/[N:13]=[C:5](/[C:6]1[CH:11]=[CH:10][CH:9]=[CH:8][C:7]=1[F:12])\[C:4]1[CH:15]=[CH:16][C:17]([O:18][CH3:19])=[C:2]([Cl:1])[C:3]=1[OH:20])(=[O:23])[CH3:22] |f:2.3|. Procedure: E-3-chloro-2'-fluoro-2-hydroxy-4-methoxybenzophenone oxime (18.1 g) is warmed at 60° C. for 30 minutes with 9 ml of acetic anhydride. The reaction mixture is distributed between ether and 10% NaHCO3 and washed with 10% NaHCO3 until the washes remained basic. Drying, evaporation and trituration with hexane gives E-3-chloro-2'-fluoro-2-hydroxy-4-methoxybenzophenone O-acetyl oxime, mp 125°-128° C. As a reaction SMILES: [CH3:1][C:2]([CH2:13][CH2:14][CH2:15][CH:16]([CH3:23])[CH2:17][CH2:18][CH2:19][CH:20]([CH3:22])[CH3:21])=[CH:3][CH2:4][C:5]([O:7][CH2:8][CH:9]([CH2:11][OH:12])[OH:10])=[O:6]>O>[CH3:1][C:2]([CH2:13][CH2:14][CH2:15][CH:16]([CH3:23])[CH2:17][CH2:18][CH2:19][CH:20]([CH3:22])[CH3:21])=[CH:3][CH2:4][C:5]([O:7][CH2:8][CH:9]([CH2:11][OH:12])[OH:10])=[O:6].[OH2:6] |f:2.3|. Product: CC(=CCC(=O)OCC(O)CO)CCCC(CCCC(C)C)C.O (mono-O-(4,8,12-trimethyltridec-3-enoyl)glycerol water). The reactants are CC(=CCC(=O)OCC(O)CO)CCCC(CCCC(C)C)C (mono-O-(4,8,12-trimethyltridec-3-enoyl)glycerol). Procedure details: Mono-O-(4,8,12-trimethyltridec-3-enoyl)glycerol synthesized in Example 120 and water were homogeneously mixed in accordance with the same procedure as in Example 13 to obtain a sample of mono-O-(4,8,12-trimethyltridec-3-enoyl)glycerol/water system. SAXS analysis of the sample of mono-O-(4,8,12-trimethyltridec-3-enoyl)glycerol/water system was performed in the same manner as in Example 13. As a result, scattering peaks were observed. The peak value ratio exhibited the following ratio peculiar to ... Run in O (water). The reactants are CON(C(=O)[C@@H]1CN(CCC1)C(=O)OC(C)(C)C)C (tert-butyl(3S)-3-[methoxy(methyl)carbamoyl]piperidine-1-carboxylate), N1N=NN=C1 (1H-tetrazole), B1(N2CCC[C@@H]2C(O1)(C3=CC=CC=C3)C4=CC=CC=C4)C ((R)-2-methyl-CBS-oxazaborolidine), N1N=NC=C1 (1H-[1,2,3]-triazole). Yields the product C1=C(C=CC2=CC=CC=C12)[C@H]([C@@H]1CNCCC1)N1N=CC=N1 ((3S)-3-[(S)-naphthalen-2-yl(2H-1,2,3-triazol-2-yl)methyl]piperidine). As a reaction SMILES: CO[N:3](C)[C:4]([C@H:6]1[CH2:11][CH2:10][CH2:9][N:8](C(OC(C)(C)C)=O)[CH2:7]1)=O.B1(C)O[C:26]([C:34]2[CH:39]=[CH:38]C=CC=2)([C:28]2[CH:33]=[CH:32][CH:31]=[CH:30][CH:29]=2)[C@@H]2N1CCC2.[NH:41]1[CH:45]=[CH:44][N:43]=N1.N1C=NN=N1>>[CH:26]1[C:28]2[C:29](=[CH:30][CH:31]=[CH:32][CH:33]=2)[CH:38]=[CH:39][C:34]=1[C@@H:4]([N:3]1[N:43]=[CH:44][CH:45]=[N:41]1)[C@H:6]1[CH2:11][CH2:10][CH2:9][NH:8][CH2:7]1. Procedure details: The procedure given in Example 1 was followed using tert-butyl(3S)-3-[methoxy(methyl)carbamoyl]piperidine-1-carboxylate was used instead of tert-butyl(3R)-3-[methoxy(methyl)carbamoyl]piperidine-1-carboxylate. As a reducing agent, (R)-2-methyl-CBS-oxazaborolidine was used instead of (S)-2-methyl-CBS-oxazaborolidine. And 1H-[1,2,3]-triazole was used as a reactant, instead of 1H-tetrazole, to give (3S)-3-[(S)-naphthalen-2-yl(2H-1,2,3-triazol-2-yl)methyl]piperidine. Reactants: BrC=1C=NN2C1N=C(C=C2)N2C(OC[C@@H]2C2=CC(=CC=C2)Cl)=O ((S)-3-(3-bromopyrazolo[1,5-a]pyrimidin-5-yl)-4-(3-chlorophenyl)oxazolidin-2-one), FC1=C(C=CC(=C1)B1OC(C(O1)(C)C)(C)C)C1=NN(C=N1)COCC[Si](C)(C)C (3-(2-fluoro-4-(4,4,5,5-tetramethyl-1,3,2-dioxaborolan-2-yl)phenyl)-1-((2-(trimethylsilyl)ethoxy)methyl)-1H-1,2,4-triazole), CC1(C2=CC=CC(=C2OC=2C(=CC=CC12)P(C1=CC=CC=C1)C1=CC=CC=C1)P(C1=CC=CC=C1)C1=CC=CC=C1)C ((9,9-dimethyl-9H-xanthene-4,5-diyl)bis(diphenylphosphine)), C(=O)([O-])[O-].[Na+].[Na+] (Na2CO3). The reagents and catalysts are C=1C=CC(=CC1)/C=C/C(=O)/C=C/C2=CC=CC=C2.C=1C=CC(=CC1)/C=C/C(=O)/C=C/C2=CC=CC=C2.C=1C=CC(=CC1)/C=C/C(=O)/C=C/C2=CC=CC=C2.[Pd].[Pd] (Pd2 dba3). The solvent is O (water), CCOC(=O)C (EtOAc), O1CCOCC1 (dioxane). Conditions: temperature 80 celsius, time 2 hour. The product is ClC=1C=C(C=CC1)[C@@H]1N(C(OC1)=O)C1=NC=2N(C=C1)N=CC2C2=CC(=C(C=C2)C2=NN(C=N2)COCC[Si](C)(C)C)F ((S)-4-(3-chlorophenyl)-3-(3-(3-fluoro-4-(1-((2-(trimethylsilyl)ethoxy)methyl)-1H-1,2,4-triazol-3-yl)phenyl)pyrazolo[1,5-a]pyrimidin-5-yl)oxazolidin-2-one). The yield is 43.5%. RXN SMILES: Br[C:2]1[CH:3]=[N:4][N:5]2[CH:10]=[CH:9][C:8]([N:11]3[C@@H:15]([C:16]4[CH:21]=[CH:20][CH:19]=[C:18]([Cl:22])[CH:17]=4)[CH2:14][O:13][C:12]3=[O:23])=[N:7][C:6]=12.[F:24][C:25]1[CH:30]=[C:29](B2OC(C)(C)C(C)(C)O2)[CH:28]=[CH:27][C:26]=1[C:40]1[N:44]=[CH:43][N:42]([CH2:45][O:46][CH2:47][CH2:48][Si:49]([CH3:52])([CH3:51])[CH3:50])[N:41]=1.CC1(C)C2C=CC=C(P(C3C=CC=CC=3)C3C=CC=CC=3)C=2OC2C1=CC=CC=2P(C1C=CC=CC=1)C1C=CC=CC=1.C([O-])([O-])=O.[Na+].[Na+]>C1C=CC(/C=C/C(/C=C/C2C=CC=CC=2)=O)=CC=1.C1C=CC(/C=C/C(/C=C/C2C=CC=CC=2)=O)=CC=1.C1C=CC(/C=C/C(/C=C/C2C=CC=CC=2)=O)=CC=1.[Pd].[Pd].O.CCOC(C)=O.O1CCOCC1>[Cl:22][C:18]1[CH:17]=[C:16]([C@H:15]2[CH2:14][O:13][C:12](=[O:23])[N:11]2[C:8]2[CH:9]=[CH:10][N:5]3[N:4]=[CH:3][C:2]([C:29]4[CH:28]=[CH:27][C:26]([C:40]5[N:44]=[CH:43][N:42]([CH2:45][O:46][CH2:47][CH2:48][Si:49]([CH3:51])([CH3:50])[CH3:52])[N:41]=5)=[C:25]([F:24])[CH:30]=4)=[C:6]3[N:7]=2)[CH:21]=[CH:20][CH:19]=1 |f:3.4.5,6.7.8.9.10|. Reported procedure: To (S)-3-(3-bromopyrazolo[1,5-a]pyrimidin-5-yl)-4-(3-chlorophenyl)oxazolidin-2-one (100 mg, 0.254 mmol) were added 3-(2-fluoro-4-(4,4,5,5-tetramethyl-1,3,2-dioxaborolan-2-yl)phenyl)-1-((2-(trimethylsilyl)ethoxy)methyl)-1H-1,2,4-triazole (139 mg, 0.330 mmol), Pd2 dba3 (11.6 mg, 0.0127 mmol), (9,9-dimethyl-9H-xanthene-4,5-diyl)bis(diphenylphosphine) (14.7 mg, 0.0254 mmol), dioxane (1.2 mL) and 2M Na2CO3 (0.2 mL). The reaction was stirred for 2 hours at 80° C. in a sealed tube. After cooling, EtOAc... The reactants are Cl (HCl), C(C)(C)(C)OC(=O)N1C[C@H](CCC1)OC1=C(C=CC(=C1)F)NC=1C2=C(N=CN1)SC(=C2C)C(=O)O (4-[2-((S)-1-tert-butoxycarbonyl-piperidin-3-yloxy)-4-fluoro-phenylamino]-5-methyl-thieno[2,3-d]pyrimidine-6-carboxylic acid). The solvent is CO (Methanol), O1CCOCC1 (dioxane). The product is FC1=CC(=C(C=C1)NC=1C2=C(N=CN1)SC(=C2C)C(=O)O)O[C@@H]2CNCCC2 (4-[4-Fluoro-2-((S)-piperidin-3-yloxy)-phenylamino]-5-methyl-thieno[2,3-d]pyrimidine-6-carboxylic acid). Reaction SMILES: Cl.C(OC([N:9]1[CH2:14][CH2:13][CH2:12][C@H:11]([O:15][C:16]2[CH:21]=[C:20]([F:22])[CH:19]=[CH:18][C:17]=2[NH:23][C:24]2[C:25]3[C:32]([CH3:33])=[C:31]([C:34]([OH:36])=[O:35])[S:30][C:26]=3[N:27]=[CH:28][N:29]=2)[CH2:10]1)=O)(C)(C)C>CO.O1CCOCC1>[F:22][C:20]1[CH:19]=[CH:18][C:17]([NH:23][C:24]2[C:25]3[C:32]([CH3:33])=[C:31]([C:34]([OH:36])=[O:35])[S:30][C:26]=3[N:27]=[CH:28][N:29]=2)=[C:16]([O:15][C@H:11]2[CH2:12][CH2:13][CH2:14][NH:9][CH2:10]2)[CH:21]=1. Procedure details: HCl in Methanol (4M; 0.250 ml) was added into a solution of 4-[2-((S)-1-tert-butoxycarbonyl-piperidin-3-yloxy)-4-fluoro-phenylamino]-5-methyl-thieno[2,3-d]pyrimidine-6-carboxylic acid (50 mg) in dioxane (2.5 ml) at room temperature. The reaction was stirred over the weekend. The reaction mixture was purified by chromatography. The product was triturated from hot MeOH to give the intended product. Starting materials: C1(=CC=CC=C1)C(OC(=O)CON=CC=1CS[C@H]2N(C1C(=O)OC(C1=CC=CC=C1)C1=CC=CC=C1)C(C2NC(CC=2SC=CC2)=O)=O)C2=CC=CC=C2 (diphenylmethyl 3-(diphenylmethoxycarbonylmethoxyiminomethyl)-7-(2-thienylacetamido)-3-cephem-4-carboxylate), C1(=CC=CC=C1)OC (anisole), FC(C(=O)O)(F)F (trifluoroacetic acid). The solvent is C(Cl)Cl (methylene chloride). Product: C(=O)(O)CON=CC=1CS[C@H]2N(C1C(=O)O)C(C2NC(CC=2SC=CC2)=O)=O (3-(carboxymethoxyiminomethyl)-7-(2-thienylacetamido)-3-cephem-4-carboxylic acid). Isolated yield 81.9%. RXN SMILES: C1(C(C2C=CC=CC=2)[O:8][C:9]([CH2:11][O:12][N:13]=[CH:14][C:15]2[CH2:16][S:17][C@@H:18]3[CH:38]([NH:39][C:40](=[O:47])[CH2:41][C:42]4[S:43][CH:44]=[CH:45][CH:46]=4)[C:37](=[O:48])[N:19]3[C:20]=2[C:21]([O:23]C(C2C=CC=CC=2)C2C=CC=CC=2)=[O:22])=[O:10])C=CC=CC=1.C1(OC)C=CC=CC=1.FC(F)(F)C(O)=O>C(Cl)Cl>[C:9]([CH2:11][O:12][N:13]=[CH:14][C:15]1[CH2:16][S:17][C@@H:18]2[CH:38]([NH:39][C:40](=[O:47])[CH2:41][C:42]3[S:43][CH:44]=[CH:45][CH:46]=3)[C:37](=[O:48])[N:19]2[C:20]=1[C:21]([OH:23])=[O:22])([OH:10])=[O:8]. Procedure details: To a solution of diphenylmethyl 3-(diphenylmethoxycarbonylmethoxyiminomethyl)-7-(2-thienylacetamido)-3-cephem-4-carboxylate (187 mg) in methylene chloride (4 ml) are added anisole (0.8 ml) at 0° C., and trifluoroacetic acid (0.8 ml) under argon atmosphere, and the mixture is stirred for 10 minutes at room temperature. After evaporation of the methylene chloride and trifluoroacetic acid, the mixture is treated with ether to give 3-(carboxymethoxyiminomethyl)-7-(2-thienylacetamido)-3-cephem-4-carb...